Dataset: the Open Reaction Database (ORD), a public repository of structured organic reaction records. Task: describe an organic reaction: reactants, conditions, products, and yield Reactants: [C-]#N.[Na+] (sodium cyanide), [I-].[Na+] (sodium iodide), C(C1=CC=CC=C1)OC1=CC=C(C=C1)N1C(CC(C1)CCl)=O ((RS)-1-(4-benzyloxy-phenyl)-4-chloromethyl-pyrrolidin-2-one). Solvent: CN(C=O)C (N,N-dimethylformamide). Product: C(C1=CC=CC=C1)OC1=CC=C(C=C1)N1CC(CC1=O)CC#N ((RS)-[1-(4-Benzyloxy-phenyl)-5-oxo-pyrrolidin-3-yl]-acetonitrile). Yield: 36.8%. Reaction SMILES: [CH2:1]([O:8][C:9]1[CH:14]=[CH:13][C:12]([N:15]2[CH2:19][CH:18]([CH2:20]Cl)[CH2:17][C:16]2=[O:22])=[CH:11][CH:10]=1)[C:2]1[CH:7]=[CH:6][CH:5]=[CH:4][CH:3]=1.[C-:23]#[N:24].[Na+].[I-].[Na+]>CN(C)C=O>[CH2:1]([O:8][C:9]1[CH:14]=[CH:13][C:12]([N:15]2[C:16](=[O:22])[CH2:17][CH:18]([CH2:20][C:23]#[N:24])[CH2:19]2)=[CH:11][CH:10]=1)[C:2]1[CH:7]=[CH:6][CH:5]=[CH:4][CH:3]=1 |f:1.2,3.4|. Reported procedure: 123 mg (0.39 mmol) (RS)-1-(4-benzyloxy-phenyl)-4-chloromethyl-pyrrolidin-2-one is dissolved in 2.5 ml N,N-dimethylformamide. After addition of 29 mg (0.58 mmol) sodium cyanide and 6 mg (0.04 mmol) sodium iodide, the mixture is hold at 120° C. for 15 min. Dilution with water and extraction with ethyl acetate yields 44 mg (37%) of a brownish solid. MS: m/e=307.3 (M+H)+. The reactants are C=1C=CC(=CC1)P(C=2C=CC=CC2)C3=CC=C4C=CC=CC4=C3C5=C6C=CC=CC6=CC=C5P(C=7C=CC=CC7)C=8C=CC=CC8 (BINAP), C1N(CCC12CCNCC2)C(=O)OC(C)(C)C (tert-butyl 2,8-diazaspiro[4.5]decane-2-carboxylate), BrC1=CC=NC2=C(C=CC=C12)C(F)(F)F (4-bromo-8-(trifluoromethyl)quinoline), CC(C)(C)[O-].[Na+] (tBuONa). Reagents/catalysts: CC(=O)[O-].CC(=O)[O-].[Pd+2] (Pd(OAc)2). Run in C1(=CC=CC=C1)C (toluene). Product: FC(C=1C=CC=C2C(=CC=NC12)N1CCC2(CCN(C2)C(=O)OC(C)(C)C)CC1)(F)F (tert-Butyl 8-(8-(trifluoromethyl)quinolin-4-yl)-2,8-diazaspiro[4.5]decane-2-carboxylate). Isolated yield 40.0%. As a reaction SMILES: [CH2:1]1[C:5]2([CH2:10][CH2:9][NH:8][CH2:7][CH2:6]2)[CH2:4][CH2:3][N:2]1[C:11]([O:13][C:14]([CH3:17])([CH3:16])[CH3:15])=[O:12].Br[C:19]1[C:28]2[C:23](=[C:24]([C:29]([F:32])([F:31])[F:30])[CH:25]=[CH:26][CH:27]=2)[N:22]=[CH:21][CH:20]=1.CC([O-])(C)C.[Na+].C1C=CC(P(C2C(C3C(P(C4C=CC=CC=4)C4C=CC=CC=4)=CC=C4C=3C=CC=C4)=C3C(C=CC=C3)=CC=2)C2C=CC=CC=2)=CC=1>C1(C)C=CC=CC=1.CC([O-])=O.CC([O-])=O.[Pd+2]>[F:32][C:29]([F:30])([F:31])[C:24]1[CH:25]=[CH:26][CH:27]=[C:28]2[C:23]=1[N:22]=[CH:21][CH:20]=[C:19]2[N:8]1[CH2:7][CH2:6][C:5]2([CH2:1][N:2]([C:11]([O:13][C:14]([CH3:17])([CH3:16])[CH3:15])=[O:12])[CH2:3][CH2:4]2)[CH2:10][CH2:9]1 |f:2.3,6.7.8|. Procedure details: A mixture of tert-butyl 2,8-diazaspiro[4.5]decane-2-carboxylate (2.5 mmol, 1.0 eq.) and 4-bromo-8-(trifluoromethyl)quinoline (2.5 mmol, 1.0 eq.) and tBuONa (7.5 mmol, 3.0 eq.) in toluene (12 ml) was degassed with argon for 10 min. BINAP (0.15 mmol, 0.06 eq.) and Pd(OAc)2 (0.05 mmol, 0.02 eq.) were added and the reaction mixture obtained was heated under reflux for 14 h. The reaction mixture was filtered over Celite and the filtrate was concentrated in vacuo in order to obtain the crude product, ... Starting materials: C(N)(=O)N1C=C(C2=CC(=CC=C12)OCCOS(=O)(=O)C)CC(=O)N1[C@@H]2C[C@@H]2C[C@H]1C(NCC1=C(C(=CC=C1)Cl)F)=O (Methanesulfonic acid 2-(1-carbamoyl-3-{2-[(1R,3S,5R)-3-(3-chloro-2-fluoro-benzylcarbamoyl)-2-aza-bicyclo[3.1.0]hex-2-yl]-2-oxo-ethyl}-1H-indol-5-yloxy)-ethyl ester), CNC (dimethylamine). Solvent: CCO (EtOH). Reaction conditions: temperature 70 celsius. Yields the product ClC=1C(=C(CNC(=O)[C@H]2N([C@@H]3C[C@@H]3C2)C(CC2=CN(C3=CC=C(C=C23)OCCN(C)C)C(=O)N)=O)C=CC1)F (3-{2-[(1R,3S,5R)-3-(3-Chloro-2-fluoro-benzylcarbamoyl)-2-aza-bicyclo[3.1.0]hex-2-yl]-2-oxo-ethyl}-5-(2-dimethylamino-ethoxy)-indole-1-carboxylic acid amide). Reaction SMILES: [C:1]([N:4]1[C:12]2[C:7](=[CH:8][C:9]([O:13][CH2:14][CH2:15]OS(C)(=O)=O)=[CH:10][CH:11]=2)[C:6]([CH2:21][C:22]([N:24]2[C@H:29]([C:30](=[O:41])[NH:31][CH2:32][C:33]3[CH:38]=[CH:37][CH:36]=[C:35]([Cl:39])[C:34]=3[F:40])[CH2:28][C@@H:27]3[C@H:25]2[CH2:26]3)=[O:23])=[CH:5]1)(=[O:3])[NH2:2].[CH3:42][NH:43][CH3:44]>CCO>[Cl:39][C:35]1[C:34]([F:40])=[C:33]([CH:38]=[CH:37][CH:36]=1)[CH2:32][NH:31][C:30]([C@@H:29]1[CH2:28][C@@H:27]2[C@@H:25]([CH2:26]2)[N:24]1[C:22](=[O:23])[CH2:21][C:6]1[C:7]2[C:12](=[CH:11][CH:10]=[C:9]([O:13][CH2:14][CH2:15][N:43]([CH3:44])[CH3:42])[CH:8]=2)[N:4]([C:1]([NH2:2])=[O:3])[CH:5]=1)=[O:41]. Procedure: Methanesulfonic acid 2-(1-carbamoyl-3-{2-[(1R,3S,5R)-3-(3-chloro-2-fluoro-benzylcarbamoyl)-2-aza-bicyclo[3.1.0]hex-2-yl]-2-oxo-ethyl}-1H-indol-5-yloxy)-ethyl ester in a solution of dimethylamine 5.6 M in EtOH (1 mL) was sealed in a microwave vial and heated at 70° C. for 2 h (Emrys Optimizer; personal chemistry). The reaction mixture was quenched by addition of saturated aqueous NaHCO3, extracted with EtOAc, dried (Na2SO4) and evaporated in vacuo. Then crude residue was purified by catch-release...